From a dataset of the Open Reaction Database (ORD), a public repository of structured organic reaction records. describe an organic reaction: reactants, conditions, products, and yield Reactants: CCOC(C)=O, O=[N+]([O-])c1cnc(Cl)c(C(F)(F)F)c1. Yields the product Nc1cnc(Cl)c(C(F)(F)F)c1. Reaction SMILES: [CH3:15][CH2:16][O:17][C:18](=[O:19])[CH3:20].[Cl:1][c:2]1[n:3][cH:4][c:5]([N+:12]([O-:13])=[O:14])[cH:6][c:7]1[C:8]([F:9])([F:10])[F:11]>>[Cl:1][c:2]1[n:3][cH:4][c:5]([NH2:12])[cH:6][c:7]1[C:8]([F:9])([F:10])[F:11]. Starting materials: CO, [K+], [OH-], O, CCOC(=O)c1ccc2c(c1)NCc1ccccc1O2. The product is O=C(O)c1ccc2c(c1)NCc1ccccc1O2. As a reaction SMILES: [CH3:23][OH:24].[K+:22].[OH-:21].[OH2:25].[cH:1]1[cH:2][cH:3][cH:4][c:5]2[c:6]1[CH2:7][NH:8][c:9]1[c:10]([cH:12][cH:13][c:14]([C:16](=[O:17])[O:18][CH2:19][CH3:20])[cH:15]1)[O:11]2>>[cH:1]1[cH:2][cH:3][cH:4][c:5]2[c:6]1[CH2:7][NH:8][c:9]1[c:10]([cH:12][cH:13][c:14]([C:16](=[O:17])[OH:18])[cH:15]1)[O:11]2.